From a dataset of the Open Reaction Database (ORD), a public repository of structured organic reaction records. describe an organic reaction: reactants, conditions, products, and yield The reactants are CS(=O)(=O)O.[N+](=O)([O-])C1=CC=C(C(=O)OC2=CC3=CC=C(C=C3C=C2)C(N)=N)C=C1 (6-amidino-2-naphthyl 4-nitrobenzoate methanesulfonate), CS(=O)(=O)O (methanesulfonic acid). The reagents and catalysts are [Pd] (Pd-C). Solvent: CN(C)C=O (DMF). Yields the product NC1=CC=C(C(=O)OC2=CC3=CC=C(C=C3C=C2)C(N)=N)C=C1 (6-amidino-2-naphthyl 4-aminobenzoate). The yield is 164.8%. Reaction SMILES: CS(O)(=O)=O.[N+:6]([C:9]1[CH:30]=[CH:29][C:12]([C:13]([O:15][C:16]2[CH:25]=[CH:24][C:23]3[C:18](=[CH:19][CH:20]=[C:21]([C:26](=[NH:28])[NH2:27])[CH:22]=3)[CH:17]=2)=[O:14])=[CH:11][CH:10]=1)([O-])=O.CS(O)(=O)=O>[Pd].CN(C=O)C>[NH2:6][C:9]1[CH:30]=[CH:29][C:12]([C:13]([O:15][C:16]2[CH:25]=[CH:24][C:23]3[C:18](=[CH:19][CH:20]=[C:21]([C:26](=[NH:27])[NH2:28])[CH:22]=3)[CH:17]=2)=[O:14])=[CH:11][CH:10]=1 |f:0.1|. Reported procedure: A mixture of 3.0 g of 6-amidino-2-naphthyl 4-nitrobenzoate methanesulfonate, 0.88 g of methanesulfonic acid, 0.3 g of 10% Pd-C and anhydrous DMF was subjected to catalytic hydrogenation. After absorption of a stoichiometric quantity of hydrogen, the reaction mixture was freed from Pd-C by filtration. After adding ethylether to the filtrate with stirring, the precipitate was collected by filtration and recrystallized from a DMF-ethylether mixture to obtain 3.5 g of a white powder of 6-amidino-2-n...